This data is from the Open Reaction Database (ORD), a public repository of structured organic reaction records. The task is: describe an organic reaction: reactants, conditions, products, and yield Reactants: NC1CCCc2cccnc21, CS(=O)(=O)OCc1ccc(CNC(=O)c2ccccn2)cc1. Yields the product O=C(NCc1ccc(CNC2CCCc3cccnc32)cc1)c1ccccn1. RXN SMILES: [NH2:1][CH:2]1[CH2:3][CH2:4][CH2:5][c:6]2[cH:7][cH:8][cH:9][n:10][c:11]21.[n:12]1[c:13]([C:18](=[O:19])[NH:20][CH2:21][c:22]2[cH:23][cH:24][c:25]([CH2:26][O:27][S:28]([CH3:29])(=[O:30])=[O:31])[cH:32][cH:33]2)[cH:14][cH:15][cH:16][cH:17]1>>[NH:1]([CH:2]1[CH2:3][CH2:4][CH2:5][c:6]2[cH:7][cH:8][cH:9][n:10][c:11]21)[CH2:26][c:25]1[cH:24][cH:23][c:22]([CH2:21][NH:20][C:18]([c:13]2[n:12][cH:17][cH:16][cH:15][cH:14]2)=[O:19])[cH:33][cH:32]1. Reactants: CCOC(=O)C=C(C)Cl, CC(C)(C)[O-], Cc1cccc(O)c1, [K+], C1CCOC1. The product is CCOC(=O)C=C(C)Oc1cccc(C)c1. Reaction SMILES: [CH2:15]([CH3:16])[O:17][C:18]([CH:19]=[C:20]([CH3:21])[Cl:22])=[O:23].[CH3:1][C:2]([CH3:3])([O-:4])[CH3:5].[CH3:7][c:8]1[cH:9][c:10]([OH:14])[cH:11][cH:12][cH:13]1.[K+:6].[O:24]1[CH2:25][CH2:26][CH2:27][CH2:28]1>>[CH3:7][c:8]1[cH:9][c:10]([O:14][C:20](=[CH:19][C:18]([O:17][CH2:15][CH3:16])=[O:23])[CH3:21])[cH:11][cH:12][cH:13]1.